This data is from the Open Reaction Database (ORD), a public repository of structured organic reaction records. The task is: describe an organic reaction: reactants, conditions, products, and yield Reactants: C(=C)N1C(CCC1)=O (vinylpyrrolidone), C(=C)N1C(CCC1)=O.C(C(=C)C)(=O)OCCOC(C(=C)C)=O (vinylpyrrolidone ethylene glycol dimethacrylate), C(=C)N1C(CCC1)=O.C(C(=C)C)(=O)OCCCCCCCCCCCC (vinylpyrrolidone lauryl methacrylate), FC(C(F)(F)[*:1])(F)[*:2] (polytetrafluoroethylene). The reagents and catalysts are C(CCCCCCCCCCC)(=O)OOC(CCCCCCCCCCC)=O (lauroyl peroxide). Solvent: C1CCCCC1 (cyclohexane). Product: C(=C)N1C(CCC1)=O.C(C)(=O)OC=C (vinylpyrrolidone/vinyl acetate). Reaction SMILES: [CH:1]([N:3]1[CH2:7][CH2:6][CH2:5][C:4]1=[O:8])=[CH2:2].C(N1CCCC1=O)=C.[C:17]([O:22][CH2:23][CH2:24]OC(=O)C(C)=C)(=[O:21])[C:18](C)=C.C(N1CCCC1=O)=C.C(OCCCCCCCCCCCC)(=O)C(C)=C>C1CCCCC1.C(OOC(=O)CCCCCCCCCCC)(=O)CCCCCCCCCCC>[CH:1]([N:3]1[CH2:7][CH2:6][CH2:5][C:4]1=[O:8])=[CH2:2].[C:17]([O:22][CH:23]=[CH2:24])(=[O:21])[CH3:18] |f:1.2,3.4,7.8|. Procedure details: An uncrosslinked vinylpyrrolidone (VP) homopolymer, a crosslinked 98/2 weight ratio vinylpyrrolidone/ethylene glycol dimethacrylate (VP/EGDM) copolymer, an uncrosslinked 70/30 weight ratio vinylpyrrolidone/lauryl methacrylate (VP/LM) copolymer and an uncrosslinked 79/21 weight ratio vinylpyrrolidone/vinyl acetate (VP/VA) copolymer were prepared by solution polymerization in cyclohexane using lauroyl peroxide as catalyst. The viscous reaction mixture was cast on a polytetrafluoroethylene sheet an... The reactants are ClC1=NC=NN2C1=C(C=C2)C (4-chloro-5-methyl-pyrrolo[2,1-f][1,2,4]triazine), C1CC(=O)N(C1=O)Br (NBS). The solvent is C(Cl)(Cl)(Cl)Cl (CCl4). Run at temperature 100 celsius, time 10 minute. Yields the product BrCC=1C=CN2N=CN=C(C21)Cl (5-Bromomethyl-4-chloro-pyrrolo[2,1-f][1,2,4]triazine). The yield is 91.8%. RXN SMILES: [Cl:1][C:2]1[C:7]2=[C:8]([CH3:11])[CH:9]=[CH:10][N:6]2[N:5]=[CH:4][N:3]=1.C1C(=O)N([Br:19])C(=O)C1>C(Cl)(Cl)(Cl)Cl>[Br:19][CH2:11][C:8]1[CH:9]=[CH:10][N:6]2[C:7]=1[C:2]([Cl:1])=[N:3][CH:4]=[N:5]2. Procedure: A mixture of 4-chloro-5-methyl-pyrrolo[2,1-f][1,2,4]triazine (2.0 g, 11.93 mmol, WO 03/042172) and AKIN (195 mg, 1.19 mmol) in CCl4 (80 mL) under N2 was heated to 100° C. for 5 min, NBS (2.55 g, 14.3 mmol) was added. The reaction mixture was stirred for 10 min, then cooled to rt, filtered. The CCl4 layer was washed with dilute NaHCO3 aqueous solution, dried (MgSO4), filtered and concentrated to give the desired product (2.70 g, 92%). Starting materials: BrC=1C=C2C(=C(C=NC2=CC1)S(=O)(=O)C)NC=1C=CC(=NC1)N1CC(CCC1)NC(OC(C)(C)C)=O (tert-butyl 1-(5-(6-bromo-3-(methylsulfonyl)quinolin-4-ylamino)pyridin-2-yl)piperidin-3-ylcarbamate), ClC1=C(C(=CC(=C1)B1OC(C(O1)(C)C)(C)C)Cl)O (2,6-dichloro-4-(4,4,5,5-tetramethyl-1,3,2-dioxaborolan-2-yl)phenol), C(=O)([O-])[O-].[Cs+].[Cs+] (Cs2CO3). The reagents and catalysts are C1=CC=C(C=C1)P([C-]2C=CC=C2)C3=CC=CC=C3.C1=CC=C(C=C1)P([C-]2C=CC=C2)C3=CC=CC=C3.Cl[Pd]Cl.[Fe+2] (Pd(dppf)Cl2). Run in O1CCOCC1 (dioxane). Product: NC1CN(CCC1)C1=CC=C(C=N1)NC1=C(C=NC2=CC=C(C=C12)C1=CC(=C(C(=C1)Cl)O)Cl)S(=O)(=O)C (4-(4-(6-(3-aminopiperidin-1-yl)pyridin-3-ylamino)-3-(methylsulfonyl)quinolin-6-yl)-2,6-dichlorophenol). Yield: 12.1%. RXN SMILES: Br[C:2]1[CH:3]=[C:4]2[C:9](=[CH:10][CH:11]=1)[N:8]=[CH:7][C:6]([S:12]([CH3:15])(=[O:14])=[O:13])=[C:5]2[NH:16][C:17]1[CH:18]=[CH:19][C:20]([N:23]2[CH2:28][CH2:27][CH2:26][CH:25]([NH:29]C(=O)OC(C)(C)C)[CH2:24]2)=[N:21][CH:22]=1.[Cl:37][C:38]1[CH:43]=[C:42](B2OC(C)(C)C(C)(C)O2)[CH:41]=[C:40]([Cl:53])[C:39]=1[OH:54].C([O-])([O-])=O.[Cs+].[Cs+]>O1CCOCC1.C1C=CC(P(C2C=CC=CC=2)[C-]2C=CC=C2)=CC=1.C1C=CC(P(C2C=CC=CC=2)[C-]2C=CC=C2)=CC=1.Cl[Pd]Cl.[Fe+2]>[NH2:29][CH:25]1[CH2:26][CH2:27][CH2:28][N:23]([C:20]2[N:21]=[CH:22][C:17]([NH:16][C:5]3[C:4]4[C:9](=[CH:10][CH:11]=[C:2]([C:42]5[CH:41]=[C:40]([Cl:53])[C:39]([OH:54])=[C:38]([Cl:37])[CH:43]=5)[CH:3]=4)[N:8]=[CH:7][C:6]=3[S:12]([CH3:15])(=[O:14])=[O:13])=[CH:18][CH:19]=2)[CH2:24]1 |f:2.3.4,6.7.8.9|. Procedure details: To a suspension of tert-butyl 1-(5-(6-bromo-3-(methylsulfonyl)quinolin-4-ylamino)pyridin-2-yl)piperidin-3-ylcarbamate (70 mg, 0.121 mmol), 2,6-dichloro-4-(4,4,5,5-tetramethyl-1,3,2-dioxaborolan-2-yl)phenol (40 mg, 0.142 mmol) and Pd(dppf)Cl2 (9 mg, 0.012 mmol) in dioxane (4 mL) was added Cs2CO3 (182 μL, 2.0 M solution in H2O). N2 gas was bubbled through the reaction mixture, the vessel was sealed and the mixture was then heated microwave irradiation conditions to 140° C. for 30 min. The solution... The reactants are NN (hydrazine), CN(CCOC1=CC=C(C=C1)C1=NNC2=CC=C(C=C12)C(=O)N)C (3-{4-[2-(dimethylamino)ethoxy]phenyl}-1H-indazole-5-carboxamide), COC(N(C)C)OC (N,N-dimethylformamide dimethyl acetal). Run in C(C)(=O)O (acetic acid). Run at temperature 93 celsius. Product: N1N=CN=C1C=1C=C2C(=NNC2=CC1)C1=CC=C(OCCN(C)C)C=C1 ({2-[4-(5-(1H-1,2,4-Triazol-5-yl)(1H-indazol-3-yl))phenoxy]ethyl }dimethylamine). Yield: 86.6%. RXN SMILES: [CH3:1][N:2]([CH3:24])[CH2:3][CH2:4][O:5][C:6]1[CH:11]=[CH:10][C:9]([C:12]2[C:20]3[C:15](=[CH:16][CH:17]=[C:18]([C:21]([NH2:23])=O)[CH:19]=3)[NH:14][N:13]=2)=[CH:8][CH:7]=1.COC(OC)[N:28]([CH3:30])C.[NH2:33]N>C(O)(=O)C>[NH:33]1[C:21]([C:18]2[CH:19]=[C:20]3[C:15](=[CH:16][CH:17]=2)[NH:14][N:13]=[C:12]3[C:9]2[CH:10]=[CH:11][C:6]([O:5][CH2:4][CH2:3][N:2]([CH3:24])[CH3:1])=[CH:7][CH:8]=2)=[N:23][CH:30]=[N:28]1. Procedure: A mixture of 3-{4-[2-(dimethylamino)ethoxy]phenyl}-1H-indazole-5-carboxamide (79 mg, 0.243 mmol) and N,N-dimethylformamide dimethyl acetal (10.0 mL, 75.3 mmol, 310 equiv.) was heated at 93° C. for 3 h and then concentrated. To the concentrate was added 4.0 mL of glacial acetic acid (AcOH), and anhydrous hydrazine (204 mg, 6.36 mmol, 26.2 equiv.). The mixture was heated at 93° C. for 3 h and concentrated. The residue was partitioned between EtOAc and 6.0 N aq. NaOH and the layers separated. The a... Reactants: C1(=CC=CC=C1)COC(=O)NC1C(N(C1)C(=O)N1[C@H](C(=O)OCC2=CC=CC=C2)CCC1)=O ((S)-1-[[3-[[(phenylmethoxy)carbonyl]amino]-2-oxo-1-azetidinyl]carbonyl]-L-proline, phenylmethyl ester), C1(=CC=C(C=C1)S(=O)(=O)O)C (p-toluenesulfonic acid), C(C1=CC=CC=C1)(=O)Cl (benzoyl chloride), C(C)(C)N(CC)C(C)C (diisopropylethylamine). Reagents/catalysts: [Pd] (palladium on charcoal). Solvent: CN(C=O)C (dimethylformamide), CN(C=O)C (dimethylformamide), O (Water). Reaction conditions: temperature 0 celsius, time 2 day. Yields the product C(C1=CC=CC=C1)(=O)N[C@@H]1C(N(C1)C(=O)N1[C@H](C(=O)O)CCC1)=O (1-[[(3S)-3-(Benzoylamino)-2-oxo-1-azetidinyl]carbonyl]-L-proline). The yield is 27.1%. RXN SMILES: C1(CO[C:9]([NH:11][CH:12]2[CH2:15][N:14]([C:16]([N:18]3[CH2:32][CH2:31][CH2:30][C@H:19]3[C:20]([O:22]CC3C=CC=CC=3)=[O:21])=[O:17])[C:13]2=[O:33])=[O:10])C=CC=CC=1.[C:34]1(C)[CH:39]=[CH:38][C:37](S(O)(=O)=O)=[CH:36][CH:35]=1.C(N(C(C)C)CC)(C)C.C(Cl)(=O)C1C=CC=CC=1>CN(C)C=O.[Pd].O>[C:9]([NH:11][C@H:12]1[CH2:15][N:14]([C:16]([N:18]2[CH2:32][CH2:31][CH2:30][C@H:19]2[C:20]([OH:22])=[O:21])=[O:17])[C:13]1=[O:33])(=[O:10])[C:34]1[CH:39]=[CH:38][CH:37]=[CH:36][CH:35]=1. Procedure: A solution of (S)-1-[[3-[[(phenylmethoxy)carbonyl]amino]-2-oxo-1-azetidinyl]carbonyl]-L-proline, phenylmethyl ester (0.35 g, 0.78 mmole; prepared as described in examples 22 and 23) in 4.5 ml of dimethylformamide with 0.15 g (0.8 mmole) of p-toluenesulfonic acid and 0.2 g of 10% palladium on charcoal was hydrogenated at 1 atmosphere and 25° C. for 3 hours. The solution was chilled to 0° C. and treated with 0.3 g (2.3 mmoles) of diisopropylethylamine followed by 0.16 g (1.1 mmole) of benzoyl chlo...